Dataset: the Open Reaction Database (ORD), a public repository of structured organic reaction records. Task: describe an organic reaction: reactants, conditions, products, and yield Reactants: C=CCN(CC=C)C(C)c1ccc(Br)cc1, C1CCOC1, [Li]CCCC, CC(C)=O. Product: C=CCN(CC=C)C(C)c1ccc(C(C)(C)O)cc1. RXN SMILES: [CH2:1]([CH:2]=[CH2:3])[N:4]([CH:5]([CH3:6])[c:7]1[cH:8][cH:9][c:10]([Br:13])[cH:11][cH:12]1)[CH2:14][CH:15]=[CH2:16].[CH2:26]1[O:27][CH2:28][CH2:29][CH2:30]1.[CH3:17][CH2:18][CH2:19][CH2:20][Li:21].[CH3:22][C:23]([CH3:24])=[O:25]>>[CH2:1]([CH:2]=[CH2:3])[N:4]([CH:5]([CH3:6])[c:7]1[cH:8][cH:9][c:10]([C:23]([CH3:22])([CH3:24])[OH:25])[cH:11][cH:12]1)[CH2:14][CH:15]=[CH2:16].